This data is from the Open Reaction Database (ORD), a public repository of structured organic reaction records. The task is: describe an organic reaction: reactants, conditions, products, and yield Reactants: CC(C)(C)OC(=O)N1CCN(c2cc(-c3cccc(C(F)(F)F)c3)nc(S(C)(=O)=O)n2)CC1, CS(C)=O, CCOC(C)=O, N#C[Na]. Yields the product CC(C)(C)OC(=O)N1CCN(c2cc(-c3cccc(C(F)(F)F)c3)nc(C#N)n2)CC1. RXN SMILES: [C:1]([CH3:2])([CH3:3])([CH3:4])[O:5][C:6](=[O:7])[N:8]1[CH2:9][CH2:10][N:11]([c:14]2[n:15][c:16]([S:30]([CH3:31])(=[O:32])=[O:33])[n:17][c:18](-[c:20]3[cH:21][c:22]([C:26]([F:27])([F:28])[F:29])[cH:23][cH:24][cH:25]3)[cH:19]2)[CH2:12][CH2:13]1.[CH3:37][S:38](=[O:39])[CH3:40].[CH3:41][CH2:42][O:43][C:44](=[O:45])[CH3:46].[Na:34][C:35]#[N:36]>>[C:1]([CH3:2])([CH3:3])([CH3:4])[O:5][C:6](=[O:7])[N:8]1[CH2:9][CH2:10][N:11]([c:14]2[n:15][c:16]([C:35]#[N:36])[n:17][c:18](-[c:20]3[cH:21][c:22]([C:26]([F:27])([F:28])[F:29])[cH:23][cH:24][cH:25]3)[cH:19]2)[CH2:12][CH2:13]1. Reactants: C(C1=CC(C(=O)Cl)=CC=C1)(=O)Cl (isophthaloyl chloride), OCC(O)CO (glycerol), [OH-].[Na+] (sodium hydroxide), C(C1=CC(C(=O)Cl)=CC=C1)(=O)Cl (isophthaloyl chloride). Reaction conditions: time 3 minute. Product: OCC(O)CO.C(C1=CC(C(=O)Cl)=CC=C1)(=O)Cl (glycerol isophthaloyl chloride). As a reaction SMILES: [C:1]([Cl:12])(=[O:11])[C:2]1[CH:10]=[CH:9][CH:8]=[C:4]([C:5]([Cl:7])=[O:6])[CH:3]=1.[OH-].[Na+].[OH:15][CH2:16][CH:17]([CH2:19][OH:20])[OH:18]>>[OH:15][CH2:16][CH:17]([CH2:19][OH:20])[OH:18].[C:5]([Cl:7])(=[O:6])[C:4]1[CH:8]=[CH:9][CH:10]=[C:2]([C:1]([Cl:12])=[O:11])[CH:3]=1 |f:1.2,4.5|. Reported procedure: Next, in the mixing section 22, the vapor atmosphere of isophthaloyl chloride was cooled, and the introduced base particles were exposed thereto for 3 minutes. Consequently, a polymerization reaction, using as a catalyst sodium hydroxide contained in the base particles, took place on the surface of the base particles between glycerol and isophthaloyl chloride, forming a film of glycerol-isophthaloyl chloride co-polymer. The reactants are C(C)OC(COC1=C(C=C(C=C1)SCC1=CC(=CC(=C1)OCC1CC1)Br)C)=O ([4-(3-Bromo-5-cyclopropylmethoxybenzylsulfanyl)-2-methyl-phenoxy]-acetic acid ethyl ester), C(C#C)N1CCOCC1 (4-prop-2-ynyl-morpholine), C(C)OC(COC1=C(C=C(C=C1)SC1=CC(=CC(=C1)C#CC1=CC=C(C=C1)CO)OCCC1=CC=C(C=C1)Cl)C)=O ({4-[3-[2-(4-Chloro-phenyl)-ethoxy]-5-(4-hydroxymethyl-phenylethynyl)-phenylsulfanyl]-2-methylphenoxy}-acetic acid ethyl ester). Yields the product C(C)OC(COC1=C(C=C(C=C1)SCC1=CC(=CC(=C1)C#CCN1CCOCC1)OCC1CC1)C)=O ({4-[3-Cyclopropylmethoxy-5-(3-morpholin-4-yl-prop-1-ynyl)-benzylsulfanyl]-2-methyl-phenoxy}-acetic Acid Ethyl Ester). Reaction SMILES: [CH2:1]([O:3][C:4](=[O:28])[CH2:5][O:6][C:7]1[CH:12]=[CH:11][C:10]([S:13][CH2:14][C:15]2[CH:20]=[C:19]([O:21][CH2:22][CH:23]3[CH2:25][CH2:24]3)[CH:18]=[C:17](Br)[CH:16]=2)=[CH:9][C:8]=1[CH3:27])[CH3:2].[CH2:29]([N:32]1[CH2:37][CH2:36][O:35][CH2:34][CH2:33]1)[C:30]#[CH:31].C(OC(=O)COC1C=CC(SC2C=C(C#CC3C=CC(CO)=CC=3)C=C(OCCC3C=CC(Cl)=CC=3)C=2)=CC=1C)C>>[CH2:1]([O:3][C:4](=[O:28])[CH2:5][O:6][C:7]1[CH:12]=[CH:11][C:10]([S:13][CH2:14][C:15]2[CH:16]=[C:17]([C:31]#[C:30][CH2:29][N:32]3[CH2:37][CH2:36][O:35][CH2:34][CH2:33]3)[CH:18]=[C:19]([O:21][CH2:22][CH:23]3[CH2:25][CH2:24]3)[CH:20]=2)=[CH:9][C:8]=1[CH3:27])[CH3:2]. Procedure: The title product was prepared from [4-(3-Bromo-5-cyclopropylmethoxybenzylsulfanyl)-2-methyl-phenoxy]-acetic acid ethyl ester (200 mg; 0.43 mmol) and 4-prop-2-ynyl-morpholine (161 mg; 1.3 mmol) applying the procedure described for {4-[3-[2-(4-Chloro-phenyl)-ethoxy]-5-(4-hydroxymethyl-phenylethynyl)-phenylsulfanyl]-2-methylphenoxy}-acetic acid ethyl ester. The crude product was purified by preparative HPLC (method B). Yield: 173 mg; 79%. HPLC-MS: m/z: 510.1 (M)+; Rt: 1.9 min. Starting materials: C([O-])([O-])=O.[Na+].[Na+] (sodium carbonate), ClC1=CC=C(C=C1)B(O)O (p-chlorophenylboronic acid), BrC=1C(=NC=C(N1)Br)N (3,5-dibromo-pyrazin-2-ylamine). The reagents and catalysts are [Pd].C1(=CC=CC=C1)P(C1=CC=CC=C1)C1=CC=CC=C1.C1(=CC=CC=C1)P(C1=CC=CC=C1)C1=CC=CC=C1.C1(=CC=CC=C1)P(C1=CC=CC=C1)C1=CC=CC=C1.C1(=CC=CC=C1)P(C1=CC=CC=C1)C1=CC=CC=C1 (tetrakis(triphenylphosphine) palladium). Solvent: O (water), COCCOC (1,2-dimethoxy-ethane). Reaction conditions: time 0.5 hour. Product: BrC=1N=C(C(=NC1)N)C1=CC=C(C=C1)Cl (5-Bromo-3-(4-chloro-phenyl)-pyrazin-2-ylamine). Isolated yield 84.3%. Reaction SMILES: Br[C:2]1[C:3]([NH2:9])=[N:4][CH:5]=[C:6]([Br:8])[N:7]=1.C(=O)([O-])[O-].[Na+].[Na+].[Cl:16][C:17]1[CH:22]=[CH:21][C:20](B(O)O)=[CH:19][CH:18]=1>COCCOC.O.[Pd].C1(P(C2C=CC=CC=2)C2C=CC=CC=2)C=CC=CC=1.C1(P(C2C=CC=CC=2)C2C=CC=CC=2)C=CC=CC=1.C1(P(C2C=CC=CC=2)C2C=CC=CC=2)C=CC=CC=1.C1(P(C2C=CC=CC=2)C2C=CC=CC=2)C=CC=CC=1>[Br:8][C:6]1[N:7]=[C:2]([C:20]2[CH:21]=[CH:22][C:17]([Cl:16])=[CH:18][CH:19]=2)[C:3]([NH2:9])=[N:4][CH:5]=1 |f:1.2.3,7.8.9.10.11|. Reported procedure: To a solution of 2.5 g of 3,5-dibromo-pyrazin-2-ylamine in 60 ml 1,2-dimethoxy-ethane is added 1.19 g tetrakis(triphenylphosphine) palladium at room temperature and stirred for ½ hour. To the resulting orange solution is added a solution of 2.65 g sodium carbonate in 30.0 mL water and 1.56 g of p-chlorophenylboronic acid and the mixture is stirred for 18 hours at 100° C. The starting material is completely consumed as evidenced by tlc. The reaction mixture was partitioned between water and ethyl... Reactants: OCC=1C(=NN(C1)CC=1C=C2CCC(C2=CC1)NC(OCC1=CC=CC=C1)=O)C(F)(F)F (benzyl 5-((4-(hydroxymethyl)-3-(trifluoromethyl)-1H-pyrazol-1-yl)methyl)-2,3-dihydro-1H-inden-1-ylcarbamate). Reagents/catalysts: [OH-].[Pd+2].[OH-] (palladium hydroxide). Solvent: C(C)O (ethanol). Reaction conditions: time 30 minute. Product: NC1CCC2=CC(=CC=C12)CN1N=C(C(=C1)CO)C(F)(F)F ((1-((1-Amino-2,3-dihydro-1H-inden-5-yl)methyl)-3-(trifluoromethyl)-1H-pyrazol-4-yl)methanol). As a reaction SMILES: [OH:1][CH2:2][C:3]1[C:4]([C:29]([F:32])([F:31])[F:30])=[N:5][N:6]([CH2:8][C:9]2[CH:10]=[C:11]3[C:15](=[CH:16][CH:17]=2)[CH:14]([NH:18]C(=O)OCC2C=CC=CC=2)[CH2:13][CH2:12]3)[CH:7]=1>C(O)C.[OH-].[Pd+2].[OH-]>[NH2:18][CH:14]1[C:15]2[C:11](=[CH:10][C:9]([CH2:8][N:6]3[CH:7]=[C:3]([CH2:2][OH:1])[C:4]([C:29]([F:32])([F:31])[F:30])=[N:5]3)=[CH:17][CH:16]=2)[CH2:12][CH2:13]1 |f:2.3.4|. Procedure: A suspension of palladium hydroxide (0.498 mmol, 350 mg) and benzyl 5-((4-(hydroxymethyl)-3-(trifluoromethyl)-1H-pyrazol-1-yl)methyl)-2,3-dihydro-1H-inden-1-ylcarbamate (2.69 mmol, 1.2 g) in ethanol (30 mL) was hydrogenated at 2 bar pressure for 30 min before the reaction vessel was vented and the whole filtered through a pad of dicalite. The pad was washed with EtOAc and the filtrate concentrated under reduced pressure. The residue was purified using SCX eluting with 2N NH3/MeOH to give a clear... Starting materials: [BH4-], CCN, CO, O=Cc1cc(C(F)(F)F)cc(C(F)(F)F)c1, [Na+], C1CCOC1. Product: CCNCc1cc(C(F)(F)F)cc(C(F)(F)F)c1. As a reaction SMILES: [BH4-:25].[CH3:17][CH2:18][NH2:19].[CH3:27][OH:28].[F:1][C:2]([c:3]1[cH:4][c:5]([CH:6]=[O:7])[cH:8][c:9]([C:11]([F:12])([F:13])[F:14])[cH:10]1)([F:15])[F:16].[Na+:26].[O:20]1[CH2:21][CH2:22][CH2:23][CH2:24]1>>[F:1][C:2]([c:3]1[cH:4][c:5]([CH2:6][NH:19][CH2:18][CH3:17])[cH:8][c:9]([C:11]([F:12])([F:13])[F:14])[cH:10]1)([F:15])[F:16].